From a dataset of the Open Reaction Database (ORD), a public repository of structured organic reaction records. describe an organic reaction: reactants, conditions, products, and yield Reactants: BrC1=C(N=C(O1)C1=C(C=CC=C1F)F)C(=O)N (5-bromo-2-(2,6-difluorophenyl)oxazole-4-carboxamide), C1(=CC=CC=C1)B(O)O (phenyl boronic acid), C([O-])([O-])=O.[Na+].[Na+] (sodium carbonate). The reagents and catalysts are C1=CC=C(C=C1)P([C-]2C=CC=C2)C3=CC=CC=C3.C1=CC=C(C=C1)P([C-]2C=CC=C2)C3=CC=CC=C3.Cl[Pd]Cl.[Fe+2] (Pd(dppf)2Cl2). Solvent: C(C)#N (acetonitrile). Run at temperature 150 celsius. Yields the product FC1=C(C(=CC=C1)F)C=1OC(=C(N1)C(=O)N)C1=CC=CC=C1 (2-(2,6-difluorophenyl)-5-phenyloxazole-4-carboxamide). Yield: 10.0%. Reaction SMILES: Br[C:2]1[O:6][C:5]([C:7]2[C:12]([F:13])=[CH:11][CH:10]=[CH:9][C:8]=2[F:14])=[N:4][C:3]=1[C:15]([NH2:17])=[O:16].[C:18]1(B(O)O)[CH:23]=[CH:22][CH:21]=[CH:20][CH:19]=1.C(=O)([O-])[O-].[Na+].[Na+]>C(#N)C.C1C=CC(P(C2C=CC=CC=2)[C-]2C=CC=C2)=CC=1.C1C=CC(P(C2C=CC=CC=2)[C-]2C=CC=C2)=CC=1.Cl[Pd]Cl.[Fe+2]>[F:14][C:8]1[CH:9]=[CH:10][CH:11]=[C:12]([F:13])[C:7]=1[C:5]1[O:6][C:2]([C:18]2[CH:23]=[CH:22][CH:21]=[CH:20][CH:19]=2)=[C:3]([C:15]([NH2:17])=[O:16])[N:4]=1 |f:2.3.4,6.7.8.9|. Reported procedure: A mixture of 5-bromo-2-(2,6-difluorophenyl)oxazole-4-carboxamide (0.060 g, 0.2 mmol), phenyl boronic acid (0.048 g, 0.4 mmol), Pd(dppf)2Cl2 (0.008 g, 0.01 mmol) and 1M sodium carbonate solution (0.395 mL, 0.4 mmol) in acetonitrile (4 mL) was heated in the microwave at 150° C. for 15 minutes. The reaction mixture was partitioned between 1M sodium hydroxide solution and EtOAc and the aqueous phase washed with EtOAc. The organic phase was passed through a MP-SH resin cartridge (0.5 g) and the solve... Starting materials: ClS(=O)(=O)C=1C=CC(=C(C(=O)O)C1)F (5-Chlorosulfonyl-2-fluoro-benzoic acid), C(C)(CC)N (sec-butylamine), CCN(C(C)C)C(C)C (DIEA). Run in C(Cl)Cl (CH2Cl2). Yields the product C(C)(CC)NS(=O)(=O)C=1C=CC(=C(C(=O)O)C1)F (5-sec-Butylsulfamoyl-2-fluoro-benzoic acid). Yield: 96.0%. As a reaction SMILES: Cl[S:2]([C:5]1[CH:6]=[CH:7][C:8]([F:14])=[C:9]([CH:13]=1)[C:10]([OH:12])=[O:11])(=[O:4])=[O:3].[CH:15]([NH2:19])([CH2:17][CH3:18])[CH3:16].CCN(C(C)C)C(C)C>C(Cl)Cl>[CH:15]([NH:19][S:2]([C:5]1[CH:6]=[CH:7][C:8]([F:14])=[C:9]([CH:13]=1)[C:10]([OH:12])=[O:11])(=[O:4])=[O:3])([CH2:17][CH3:18])[CH3:16]. Procedure: 5-Chlorosulfonyl-2-fluoro-benzoic acid (A, 0.506 g, 0.0021 mol), sec-butylamine (E, 0.155 g, 0.00212 mol) and DIEA (1.1 mL, 0.00636 mol) in CH2Cl2 were stirred at room temperature overnight. The solvent was evaporated and the crude product was purified by silica gel chromatography (MeOH containing 10% AcOH)/CH2Cl2) to give 5-sec-Butylsulfamoyl-2-fluoro-benzoic acid (F, 0.56 g, 96%). After drying overnight under vacuum, F (0.56 g, 0.0020 mol) in SOCl2 (5 mL) was heated at 80° C. for 3 hours, afte... Starting materials: CC1=NN=C2N1C1=C(C=C2)N(C(=C1)C)CC=1C=C(C(=O)OC)C=CC1 (methyl 3-[(1,7-dimethyl-6H-pyrrolo[2,3-e][1,2,4]triazolo[4,3-a]pyridin-6-yl)methyl]benzoate), [Li+].[OH-] (LiOH), monohydrate, O[Li].O (LiOH—H2O). Run in O1CCOCC1 (1,4-dioxane), O (H2O), CO (MeOH), O (water). Reaction conditions: time 8 hour. The product is [NH4+].CC1=NN=C2N1C1=C(C=C2)N(C(=C1)C)CC=1C=C(C(=O)[O-])C=CC1 (3-[(1,7-dimethyl-6H-pyrrolo[2,3-e][1,2,4]triazolo[4,3-a]pyridin-6-yl)methyl]benzoic acid ammonium salt). As a reaction SMILES: [CH3:1][C:2]1[N:6]2[C:7]3[CH:13]=[C:12]([CH3:14])[N:11]([CH2:15][C:16]4[CH:17]=[C:18]([CH:23]=[CH:24][CH:25]=4)[C:19]([O:21]C)=[O:20])[C:8]=3[CH:9]=[CH:10][C:5]2=[N:4][N:3]=1.[Li+].[OH-].O[Li].O>O1CCOCC1.O.CO>[NH4+:3].[CH3:1][C:2]1[N:6]2[C:7]3[CH:13]=[C:12]([CH3:14])[N:11]([CH2:15][C:16]4[CH:17]=[C:18]([CH:23]=[CH:24][CH:25]=4)[C:19]([O-:21])=[O:20])[C:8]=3[CH:9]=[CH:10][C:5]2=[N:4][N:3]=1 |f:1.2,3.4,8.9|. Procedure details: To a solution of methyl 3-[(1,7-dimethyl-6H-pyrrolo[2,3-e][1,2,4]triazolo[4,3-a]pyridin-6-yl)methyl]benzoate (0.090 g, 0.27 mmol, prepared as in Example 26, Step 1) in 1,4-dioxane (2 mL), H2O (1 mL) and MeOH (1 mL) was added LiOH, monohydrate (0.056 g, 1.3 mmol) and the reaction was stirred overnight. Further LiOH—H2O (0.050 g, 1.1 mmol) was added and the reaction was continued for 8 hours. The reaction mixture was diluted with additional water, filtered and purified via preparative HPLC-MS (Wat... Reactants: COc1ccnc(Br)c1, Cc1ccccc1B(O)O, COCCOC, CCOC(C)=O, [Na+], [Na+], O=C([O-])[O-], [Pd], c1ccc(P(c2ccccc2)c2ccccc2)cc1, c1ccc(P(c2ccccc2)c2ccccc2)cc1, c1ccc(P(c2ccccc2)c2ccccc2)cc1, c1ccc(P(c2ccccc2)c2ccccc2)cc1. Yields the product COc1ccnc(-c2ccccc2C)c1. RXN SMILES: [Br:1][c:2]1[n:3][cH:4][cH:5][c:6]([O:8][CH3:9])[cH:7]1.[CH3:10][c:11]1[c:12]([B:17]([OH:18])[OH:19])[cH:13][cH:14][cH:15][cH:16]1.[CH3:26][O:27][CH2:28][CH2:29][O:30][CH3:31].[CH3:32][CH2:33][O:34][C:35](=[O:36])[CH3:37].[Na+:20].[Na+:21].[O-:22][C:23](=[O:24])[O-:25].[Pd:38].[c:39]1([P:40]([c:41]2[cH:42][cH:43][cH:44][cH:45][cH:46]2)[c:47]2[cH:48][cH:49][cH:50][cH:51][cH:52]2)[cH:53][cH:54][cH:55][cH:56][cH:57]1.[c:58]1([P:59]([c:60]2[cH:61][cH:62][cH:63][cH:64][cH:65]2)[c:66]2[cH:67][cH:68][cH:69][cH:70][cH:71]2)[cH:72][cH:73][cH:74][cH:75][cH:76]1.[c:77]1([P:78]([c:79]2[cH:80][cH:81][cH:82][cH:83][cH:84]2)[c:85]2[cH:86][cH:87][cH:88][cH:89][cH:90]2)[cH:91][cH:92][cH:93][cH:94][cH:95]1.[c:96]1([P:97]([c:98]2[cH:99][cH:100][cH:101][cH:102][cH:103]2)[c:104]2[cH:105][cH:106][cH:107][cH:108][cH:109]2)[cH:110][cH:111][cH:112][cH:113][cH:114]1>>[c:2]1(-[c:12]2[c:11]([CH3:10])[cH:16][cH:15][cH:14][cH:13]2)[n:3][cH:4][cH:5][c:6]([O:8][CH3:9])[cH:7]1. The reactants are Cl.FC1=CC=C(C=C1)NN (1-(4-fluorophenyl)hydrazine hydrochloride), CCOC(=O)CC1CCCCC1=O (ethyl 2-cyclohexanoneacetate), CC(C)O (2-propanol). Yields the product FC=1C=C2C=3CCCC(C3NC2=CC1)CC(=O)OC(C)C (isopropyl 6-fluoro-1,2,3,4-tetrahydrocarbazol-1-yl-acetate). RXN SMILES: Cl.[F:2][C:3]1[CH:8]=[CH:7][C:6]([NH:9]N)=[CH:5][CH:4]=1.[CH3:11][CH2:12][O:13][C:14]([CH2:16][CH:17]1[C:22](=O)[CH2:21][CH2:20][CH2:19][CH2:18]1)=[O:15].[CH3:24]C(O)C>>[F:2][C:3]1[CH:8]=[C:7]2[C:6](=[CH:5][CH:4]=1)[NH:9][C:22]1[CH:17]([CH2:16][C:14]([O:13][CH:12]([CH3:24])[CH3:11])=[O:15])[CH2:18][CH2:19][CH2:20][C:21]2=1 |f:0.1|. Procedure: A mixture of 1-(4-fluorophenyl)hydrazine hydrochloride (5 g), ethyl 2-cyclohexanoneacetate (5.6 g) and 2-propanol (100 ml) is refluxed under nitrogen for 9 hours. After cooling the mixture is filtered and the solution evaporated to dryness. The residue is purified through a silica gel column eluiting with methylene chloride/methanol (100/1) to give 4 g of isopropyl 6-fluoro-1,2,3,4-tetrahydrocarbazol-1-yl-acetate. The reactants are C(C(O)C)(=O)O (lactic acid), C(CO)(=O)O (glycolic acid), [Si]([O-])([O-])([O-])[O-].[Al+3].[Si]([O-])([O-])([O-])[O-].[Si]([O-])([O-])([O-])[O-].[Al+3].[Al+3].[Al+3] (aluminum silicate). Conditions: temperature 120 celsius, time 30 minute. Yields the product C(C(O)C)(=O)O.C(CO)(=O)O (lactic acid glycolic acid). Yield: 213.6%. Reaction SMILES: [C:1]([OH:6])(=[O:5])[CH:2]([CH3:4])[OH:3].[C:7]([OH:11])(=[O:10])[CH2:8][OH:9].[Si]([O-])([O-])([O-])[O-].[Al+3].[Si]([O-])([O-])([O-])[O-].[Si]([O-])([O-])([O-])[O-].[Al+3].[Al+3].[Al+3]>>[C:1]([OH:6])(=[O:5])[CH:2]([CH3:4])[OH:3].[C:7]([OH:11])(=[O:10])[CH2:8][OH:9] |f:2.3.4.5.6.7.8,9.10|. Procedure details: The lactic acid oligomer obtained in Example 20 (18.0 g) and 2.1 g of 100% glycolic acid were put in a reaction vessel equipped with a stirrer and a nitrogen-introducing tube. After substitution of nitrogen gas was carried out three times, the materials were molten by raising the temperature by 10° C. perminute up to 120° C. in a stream of nitrogen, followed by addition of 2.1 g of commercially available synthetic aluminum silicate containing 17% aluminum oxide. Then the temperature was raised t... Product: NC=1C(=C(C(=CC1)C)C1OCCO1)C (2-(3-amino-2,6-dimethylphenyl)-1,3-dioxolane). Run in C(C)(=O)OCC (ethyl acetate). Reaction SMILES: [CH3:1][C:2]1[C:7]([N+:8]([O-])=O)=[CH:6][CH:5]=[C:4]([CH3:11])[C:3]=1[CH:12]1[O:16][CH2:15][CH2:14][O:13]1>C(OCC)(=O)C.[Pt]=O>[NH2:8][C:7]1[C:2]([CH3:1])=[C:3]([CH:12]2[O:13][CH2:14][CH2:15][O:16]2)[C:4]([CH3:11])=[CH:5][CH:6]=1. The reactants are CC1=C(C(=CC=C1[N+](=O)[O-])C)C1OCCO1 (2-(2,6-dimethyl-3-nitrophenyl)-1,3-dioxolane). Reported procedure: A solution of 2.7 g of 2-(2,6-dimethyl-3-nitrophenyl)-1,3-dioxolane in 30 ml of ethyl acetate was hydrogenated in the presence of 0.2 g of platinum oxide for 45 minutes. The catalyst was filtered off and the solution was concentrated to a crystalline residue. Recrystallization from hexane yielded 2.35 g of 2-(3-amino-2,6-dimethylphenyl)-1,3-dioxolane, m.p. 100-103° C. The yield is 100.5%. The reagents and catalysts are [Pt]=O (platinum oxide).